From a dataset of the Open Reaction Database (ORD), a public repository of structured organic reaction records. describe an organic reaction: reactants, conditions, products, and yield Reactants: CN (methylamine), ClC1=CN=C2C(=N1)N=CC=C2OC2=CC(=C(C=C2)NC(OC(C)(C)C)=O)F (Tert-butyl 4-(3-chloropyrido[2,3-b]pyrazin-8-yloxy)-2-fluorophenylcarbamate). Product: FC1=C(C=CC(=C1)OC1=CC=NC2=NC(=CN=C21)NC)NC(OC(C)(C)C)=O (Tert-butyl 2-fluoro-4-(3-(methylamino)pyrido[2,3-b]pyrazin-8-yloxy)phenylcarbamate). As a reaction SMILES: [CH3:1][NH2:2].Cl[C:4]1[N:9]=[C:8]2[N:10]=[CH:11][CH:12]=[C:13]([O:14][C:15]3[CH:20]=[CH:19][C:18]([NH:21][C:22](=[O:28])[O:23][C:24]([CH3:27])([CH3:26])[CH3:25])=[C:17]([F:29])[CH:16]=3)[C:7]2=[N:6][CH:5]=1>>[F:29][C:17]1[CH:16]=[C:15]([O:14][C:13]2[C:7]3[C:8](=[N:9][C:4]([NH:2][CH3:1])=[CH:5][N:6]=3)[N:10]=[CH:11][CH:12]=2)[CH:20]=[CH:19][C:18]=1[NH:21][C:22](=[O:28])[O:23][C:24]([CH3:27])([CH3:26])[CH3:25]. Procedure: Method D6 was used with methylamine and Tert-butyl 4-(3-chloropyrido[2,3-b]pyrazin-8-yloxy)-2-fluorophenylcarbamate to give the title compound as a white solid. Yield: 80 mg (90%). RXN SMILES: [Br-:29].[CH2:30]([N+:31]([CH2:32][CH2:33][CH2:34][CH3:35])([CH2:36][CH2:37][CH2:38][CH3:39])[CH2:40][CH2:41][CH2:42][CH3:43])[CH2:44][CH2:45][CH3:46].[CH3:14][c:15]1[cH:16][cH:17][cH:18][cH:19][cH:20]1.[CH3:21][O:22][S:23]([O:24][CH3:25])(=[O:26])=[O:27].[F:1][c:2]1[cH:3][cH:4][cH:5][c:6]2[c:7]1[N:8]=[CH:9][S:10]2=[O:11].[Na+:13].[OH-:12].[OH2:28]>>[F:1][c:2]1[cH:3][cH:4][cH:5][c:6]2[c:7]1[N:8]([CH3:14])[CH2:9][S:10]2=[O:11]. The reactants are [Br-], CCCC[N+](CCCC)(CCCC)CCCC, Cc1ccccc1, COS(=O)(=O)OC, O=S1C=Nc2c(F)cccc21, [Na+], [OH-], O. Product: CN1CS(=O)c2cccc(F)c21. The reactants are ClC=1C=C(C=CC1Cl)C(C(=O)OC)(C)C (methyl 2-(3,4-dichlorophenyl)-2-methylpropanoate), C1CCOC1.O (THF water), O.[OH-].[Li+] (lithium hydroxide hydrate), Cl (HCl). The solvent is C(C)OCC (diethyl ether). Conditions: temperature 50 celsius, time 3 day. Product: ClC=1C=C(C=CC1Cl)C(C(=O)O)(C)C (2-(3,4-Dichlorophenyl)-2-methylpropanoic acid). Reaction SMILES: [Cl:1][C:2]1[CH:3]=[C:4]([C:9]([CH3:15])([CH3:14])[C:10]([O:12]C)=[O:11])[CH:5]=[CH:6][C:7]=1[Cl:8].C1COCC1.O.O.[OH-].[Li+].Cl>C(OCC)C>[Cl:1][C:2]1[CH:3]=[C:4]([C:9]([CH3:15])([CH3:14])[C:10]([OH:12])=[O:11])[CH:5]=[CH:6][C:7]=1[Cl:8] |f:1.2,3.4.5|. Reported procedure: To methyl 2-(3,4-dichlorophenyl)-2-methylpropanoate (22.03 g, 89.1 mmol) was added THF/water (4:1) (178 mL) and lithium hydroxide hydrate (22.4 g, 535 mmol). The reaction was then stirred at 50° C. for 3 days. The reaction mixture was acidified with 3N HCl, diluted with 200 mL of diethyl ether, added to a separatory funnel, partitioned with water, washed 2 times with 100 mL of water, separated, dried over Na2SO4, and concentrated in vacuo to give the title compound which was used without further...